The task is: describe an organic reaction: reactants, conditions, products, and yield. This data is from the Open Reaction Database (ORD), a public repository of structured organic reaction records. Starting materials: FC(F)(F)[Si](C)(C)C ((Trifluoromethyl)trimethylsilane), BrC=1C(=CC(=NC1)C=O)C (5-bromo-4-methylpicolinaldehyde), CCCC[N+](CCCC)(CCCC)CCCC.[F-] (tetra-N-butylammonium fluoride). Solvent: C(C)(=O)OCC (ethyl acetate). Reaction conditions: temperature 0 celsius, time 16 hour. Product: BrC=1C(=CC(=NC1)C(C(F)(F)F)O)C (1-(5-bromo-4-methylpyridin-2-yl)-2,2,2-trifluoroethanol). Yield: 84.0%. As a reaction SMILES: [F:1][C:2]([Si](C)(C)C)([F:4])[F:3].[Br:9][C:10]1[C:11]([CH3:18])=[CH:12][C:13]([CH:16]=[O:17])=[N:14][CH:15]=1.CCCC[N+](CCCC)(CCCC)CCCC.[F-]>C(OCC)(=O)C>[Br:9][C:10]1[C:11]([CH3:18])=[CH:12][C:13]([CH:16]([OH:17])[C:2]([F:4])([F:3])[F:1])=[N:14][CH:15]=1 |f:2.3|. Procedure details: (Trifluoromethyl)trimethylsilane (2.0M solution in tetrahydrofuran, 0.75 mL) was added to a solution of 5-bromo-4-methylpicolinaldehyde (150 mg, 0.75 mmol). The mixture was cooled at 0° C. and tetra-N-butylammonium fluoride (1.0M solution in tetrahydrofuran, 2.2 mL) was added dropwise over 2 minutes. The reaction mixture was allowed to warm to room temperature and was stirred for 16 hours. The reaction mixture was diluted with ethyl acetate (50 mL) and washed with water (50 mL). The organic laye... Reactants: C(C)(=O)O[BH-](OC(C)=O)OC(C)=O.[Na+] (Sodium triacetoxyborohydride), C(C1=CC=CC=C1)N1C(=CC2=C1C=C(C=1N2C(=NN1)C)N[C@@H]1CC[C@H](CC1)N)C (trans-N-(6-Benzyl-1,7-dimethyl-6H-pyrrolo[2,3-e][1,2,4]triazolo[4,3-a]pyridin-4-yl)cyclohexane-1,4-diamine), C=O (formaldehyde). Run in C(Cl)Cl (DCM). Reaction conditions: time 30 minute. Product: C(C1=CC=CC=C1)N1C(=CC2=C1C=C(C=1N2C(=NN1)C)N[C@@H]1CC[C@H](CC1)NC)C (trans-N-(6-Benzyl-1,7-dimethyl-6H-pyrrolo[2,3-e][1,2,4]triazolo[4,3-a]pyridin-4-yl)-N′-methylcyclohexane-1,4-diamine). As a reaction SMILES: [C:1](O[BH-](OC(=O)C)OC(=O)C)(=O)C.[Na+].[CH2:15]([N:22]1[C:26]2[CH:27]=[C:28]([NH:35][C@H:36]3[CH2:41][CH2:40][C@H:39]([NH2:42])[CH2:38][CH2:37]3)[C:29]3[N:30]([C:31]([CH3:34])=[N:32][N:33]=3)[C:25]=2[CH:24]=[C:23]1[CH3:43])[C:16]1[CH:21]=[CH:20][CH:19]=[CH:18][CH:17]=1.C=O>C(Cl)Cl>[CH2:15]([N:22]1[C:26]2[CH:27]=[C:28]([NH:35][C@H:36]3[CH2:41][CH2:40][C@H:39]([NH:42][CH3:1])[CH2:38][CH2:37]3)[C:29]3[N:30]([C:31]([CH3:34])=[N:32][N:33]=3)[C:25]=2[CH:24]=[C:23]1[CH3:43])[C:16]1[CH:21]=[CH:20][CH:19]=[CH:18][CH:17]=1 |f:0.1|. Procedure details: Sodium triacetoxyborohydride (11 mg, 0.053 mmol) was added to a mixture of trans-N-(6-benzyl-1,7-dimethyl-6H-pyrrolo[2,3-e][1,2,4]triazolo[4,3-a]pyridin-4-yl)cyclohexane-1,4-diamine (10. mg, 0.027 mmol, from Example 217) and formaldehyde solution (37 wt % in water, 3.2 mg, 0.040 mmol, Aldrich) in DCM (0.5 mL). After 30 minutes, both monomethylated and dimethylated products were observed by LCMS. Purification via preparative HPLC-MS (Waters XBridge C18, eluting with a gradient of MeCN/H2O contain... Starting materials: CI, Cc1nc(C)n(C)c1C, ClCCl. Product: Cc1c(C)[n+](C)c(C)n1C, [I-]. As a reaction SMILES: [CH3:10][I:11].[CH3:1][n:2]1[c:3]([CH3:9])[n:4][c:5]([CH3:8])[c:6]1[CH3:7].[Cl:12][CH2:13][Cl:14]>>[CH3:1][n+:2]1[c:3]([CH3:9])[n:4]([CH3:10])[c:5]([CH3:8])[c:6]1[CH3:7].[I-:11]. Starting materials: ClC=1C=C(C=CC1Cl)S(=O)CC(CCC(=O)OC)C(N(CCCCC)CCCCC)=O (methyl 5-(3,4-dichlorophenylsulfinyl)-4-(N,N-dipentylcarbamoyl)pentanoate), ClC1=CC(=CC=C1)C(=O)OO (m-chloroperbenzoic acid), S(=O)([O-])[O-].[Na+].[Na+] (sodium sulfite). Solvent: ClCCl (dichloromethane). Conditions: temperature 0 celsius. Yields the product ClC=1C=C(C=CC1Cl)S(=O)(=O)CC(CCC(=O)OC)C(N(CCCCC)CCCCC)=O (methyl 5-(3,4-dichlorophenylsulfonyl)-4-(N,N-dipentylcarbamoyl)pentanoate). The yield is 102.0%. As a reaction SMILES: [Cl:1][C:2]1[CH:3]=[C:4]([S:9]([CH2:11][CH:12]([C:19](=[O:31])[N:20]([CH2:26][CH2:27][CH2:28][CH2:29][CH3:30])[CH2:21][CH2:22][CH2:23][CH2:24][CH3:25])[CH2:13][CH2:14][C:15]([O:17][CH3:18])=[O:16])=[O:10])[CH:5]=[CH:6][C:7]=1[Cl:8].ClC1C=CC=C(C(OO)=[O:40])C=1.S([O-])([O-])=O.[Na+].[Na+]>ClCCl>[Cl:1][C:2]1[CH:3]=[C:4]([S:9]([CH2:11][CH:12]([C:19](=[O:31])[N:20]([CH2:26][CH2:27][CH2:28][CH2:29][CH3:30])[CH2:21][CH2:22][CH2:23][CH2:24][CH3:25])[CH2:13][CH2:14][C:15]([O:17][CH3:18])=[O:16])(=[O:40])=[O:10])[CH:5]=[CH:6][C:7]=1[Cl:8] |f:2.3.4|. Reported procedure: Into a solution of methyl 5-(3,4-dichlorophenylsulfinyl)-4-(N,N-dipentylcarbamoyl)pentanoate (95 mg) in dry dichloromethane (10 ml) were added portions of m-chloroperbenzoic acid (80%, 51 mg) with stirring at 0° C. After stirring at room temperature for 2 hours, sodium sulfite was added. The reaction mixture was washed with a saturated sodium bicarbonate solution and water, dried over MgSO4, and concentrated in vacuo. The residue was recrystallized from hexane to give 100 mg of methyl 5-(3,4-dic... The reactants are ClCCl, COC(=O)c1csc(N)n1, CS(=O)(=O)c1ccc(C(=CCC2CCCC2)C(=O)O)cc1, c1ccc(P(c2ccccc2)c2ccccc2)cc1. Yields the product COC(=O)c1csc(NC(=O)C(=CCC2CCCC2)c2ccc(S(C)(=O)=O)cc2)n1. As a reaction SMILES: [CH2:51]([Cl:52])[Cl:53].[CH3:41][O:42][C:43](=[O:44])[c:45]1[n:46][c:47]([NH2:50])[s:48][cH:49]1.[CH:20]1([CH2:25][CH:26]=[C:27]([C:28](=[O:29])[OH:30])[c:31]2[cH:32][cH:33][c:34]([S:37](=[O:38])(=[O:39])[CH3:40])[cH:35][cH:36]2)[CH2:21][CH2:22][CH2:23][CH2:24]1.[c:1]1([P:2]([c:3]2[cH:4][cH:5][cH:6][cH:7][cH:8]2)[c:9]2[cH:10][cH:11][cH:12][cH:13][cH:14]2)[cH:15][cH:16][cH:17][cH:18][cH:19]1>>[CH:20]1([CH2:25][CH:26]=[C:27]([C:28](=[O:30])[NH:50][c:47]2[n:46][c:45]([C:43]([O:42][CH3:41])=[O:44])[cH:49][s:48]2)[c:31]2[cH:32][cH:33][c:34]([S:37](=[O:38])(=[O:39])[CH3:40])[cH:35][cH:36]2)[CH2:21][CH2:22][CH2:23][CH2:24]1. Reactants: FC=1C=C(C=O)C=C(C1O)OC (3-fluoro-4-hydroxy-5-methoxy-benzaldehyde), ClC1=NC=C(C#N)C=C1 (6-chloronicotinonitrile), C(=O)([O-])[O-].[K+].[K+] (K2CO3). The product is FC1=C(OC2=NC=C(C#N)C=C2)C(=CC(=C1)C=O)OC (6-(2-fluoro-4-formyl-6-methoxy-phenoxy)-nicotinonitrile). Isolated yield 66.9%. RXN SMILES: [F:1][C:2]1[CH:3]=[C:4]([CH:7]=[C:8]([O:11][CH3:12])[C:9]=1[OH:10])[CH:5]=[O:6].Cl[C:14]1[CH:21]=[CH:20][C:17]([C:18]#[N:19])=[CH:16][N:15]=1.C([O-])([O-])=O.[K+].[K+]>>[F:1][C:2]1[CH:3]=[C:4]([CH:5]=[O:6])[CH:7]=[C:8]([O:11][CH3:12])[C:9]=1[O:10][C:14]1[CH:21]=[CH:20][C:17]([C:18]#[N:19])=[CH:16][N:15]=1 |f:2.3.4|. Procedure: Using a method similar to Example 710, Step 2, using 3-fluoro-4-hydroxy-5-methoxy-benzaldehyde (Journal of Organic Chemistry (1986), 51(21), 4072-3.) (2.84 g, 16.7 mmol), 6-chloronicotinonitrile (2.31 g, 16.7 mmol) and K2CO3 (3.46 g, 25.0 mmol) gives 6-(2-fluoro-4-formyl-6-methoxy-phenoxy)-nicotinonitrile (3.04 g) as a white solid. Starting materials: ClC1=C(C=C(C=C1)CNC(=O)C1CC1)N(NC(=O)OC(C)(C)C)C(NC(C1=C(C=C(C=C1)I)F)=O)=O (tert-butyl 2-(2-chloro-5-(cyclopropanecarboxamidomethyl)phenyl)-2-((2-fluoro-4-iodobenzoyl)carbamoyl)hydrazinecarboxylate), FC(C(=O)O)(F)F (trifluoro acetic acid), C(=O)(O)[O-].[Na+] (NaHCO3). Solvent: C(Cl)Cl (DCM). Reaction conditions: time 12 hour. The product is ClC1=C(C=C(CNC(=O)C2CC2)C=C1)N1N=C(NC1=O)C1=C(C=C(C=C1)I)F (N-(4-chloro-3-(3-(2-fluoro-4-iodophenyl)-5-oxo-4,5-dihydro-1H-1,2,4-triazol-1-yl)benzyl)cyclopropanecarboxamide). Isolated yield 69.2%. As a reaction SMILES: [Cl:1][C:2]1[CH:7]=[CH:6][C:5]([CH2:8][NH:9][C:10]([CH:12]2[CH2:14][CH2:13]2)=[O:11])=[CH:4][C:3]=1[N:15]([C:24](=[O:36])[NH:25][C:26](=O)[C:27]1[CH:32]=[CH:31][C:30]([I:33])=[CH:29][C:28]=1[F:34])[NH:16]C(OC(C)(C)C)=O.FC(F)(F)C(O)=O.C([O-])(O)=O.[Na+]>C(Cl)Cl>[Cl:1][C:2]1[CH:7]=[CH:6][C:5]([CH2:8][NH:9][C:10]([CH:12]2[CH2:14][CH2:13]2)=[O:11])=[CH:4][C:3]=1[N:15]1[C:24](=[O:36])[NH:25][C:26]([C:27]2[CH:32]=[CH:31][C:30]([I:33])=[CH:29][C:28]=2[F:34])=[N:16]1 |f:2.3|. Procedure details: To a solution of tert-butyl 2-(2-chloro-5-(cyclopropanecarboxamidomethyl)phenyl)-2-((2-fluoro-4-iodobenzoyl)carbamoyl)hydrazinecarboxylate (0.200 g, 0.31 mmol) in DCM (10 mL) was added trifluoro acetic acid (1.0 mL). The reaction mass was stirred at RT for 12 h and refluxed for 15 h. The reaction mass was cooled to RT, basified with NaHCO3 (pH=8), extracted with DCM and concentrated to afford 0.110 g of desired product. 1H NMR (300 MHz, DMSO d6): δ 0.68 (m, 4H), 1.59 (m, 1H), 4.32 (d, J=5.7 Hz, ... The reactants are CC1(C)OC(=O)c2ccc(N(Cc3ccc(Br)cc3)C(=O)CCC3CCCC3)cc2O1, C#Cc1ccc(CCC)cc1. Yields the product CCCc1ccc(C#Cc2ccc(CN(C(=O)CCC3CCCC3)c3ccc4c(c3)OC(C)(C)OC4=O)cc2)cc1. As a reaction SMILES: [Br:1][c:2]1[cH:3][cH:4][c:5]([CH2:6][N:7]([C:8]([CH2:9][CH2:10][CH:11]2[CH2:12][CH2:13][CH2:14][CH2:15]2)=[O:16])[c:17]2[cH:18][cH:19][c:20]3[c:21]([cH:29]2)[O:22][C:23]([CH3:27])([CH3:28])[O:24][C:25]3=[O:26])[cH:30][cH:31]1.[CH2:32]([CH2:33][CH3:34])[c:35]1[cH:36][cH:37][c:38]([C:41]#[CH:42])[cH:39][cH:40]1>>[c:2]1([C:42]#[C:41][c:38]2[cH:37][cH:36][c:35]([CH2:32][CH2:33][CH3:34])[cH:40][cH:39]2)[cH:3][cH:4][c:5]([CH2:6][N:7]([C:8]([CH2:9][CH2:10][CH:11]2[CH2:12][CH2:13][CH2:14][CH2:15]2)=[O:16])[c:17]2[cH:18][cH:19][c:20]3[c:21]([cH:29]2)[O:22][C:23]([CH3:27])([CH3:28])[O:24][C:25]3=[O:26])[cH:30][cH:31]1. Starting materials: COC1=CC=C(CN(S(=O)(=O)C2=NC=C(C=C2)OC2=CC(=CC(=C2)C=2NC(=CC2)C=2O[C@H](CN2)C)O[C@H](COC)C)CC2=CC=C(C=C2)OC)C=C1 (N,N-Bis(4-methoxybenzyl)-5-(3-[(1S)-2-methoxy-1-methylethoxy]-5-{5-[(5S)-5-methyl-4,5-dihydro-1,3-oxazol-2-yl]-1H-pyrrol-2-yl}phenoxy)pyridine-2-sulfonamide). Run in FC(C(=O)O)(F)F (trifluoroacetic acid). Run at time 8 hour. Product: COC[C@@H](OC=1C=C(OC=2C=CC(=NC2)S(=O)(=O)N)C=C(C1)C=1NC(=CC1)C=1O[C@H](CN1)C)C (5-(3-[(1S)-2-Methoxy-1-methylethoxy]-5-{5-[(5S)-5-methyl-4,5-dihydro-1,3-oxazol-2-yl]-1H-pyrrol-2-yl}phenoxy)pyridine-2-sulfonamide). Isolated yield 90.8%. Reaction SMILES: COC1C=CC(C[N:8](CC2C=CC(OC)=CC=2)[S:9]([C:12]2[CH:17]=[CH:16][C:15]([O:18][C:19]3[CH:24]=[C:23]([C:25]4[NH:26][C:27]([C:30]5[O:31][C@@H:32]([CH3:35])[CH2:33][N:34]=5)=[CH:28][CH:29]=4)[CH:22]=[C:21]([O:36][C@@H:37]([CH3:41])[CH2:38][O:39][CH3:40])[CH:20]=3)=[CH:14][N:13]=2)(=[O:11])=[O:10])=CC=1>FC(F)(F)C(O)=O>[CH3:40][O:39][CH2:38][C@H:37]([CH3:41])[O:36][C:21]1[CH:20]=[C:19]([CH:24]=[C:23]([C:25]2[NH:26][C:27]([C:30]3[O:31][C@@H:32]([CH3:35])[CH2:33][N:34]=3)=[CH:28][CH:29]=2)[CH:22]=1)[O:18][C:15]1[CH:16]=[CH:17][C:12]([S:9]([NH2:8])(=[O:10])=[O:11])=[N:13][CH:14]=1. Procedure: N,N-Bis(4-methoxybenzyl)-5-(3-[(1S)-2-methoxy-1-methylethoxy]-5-{5-[(5S)-5-methyl-4,5-dihydro-1,3-oxazol-2-yl]-1H-pyrrol-2-yl}phenoxy)pyridine-2-sulfonamide (160 mg, 0.24 mmol) synthesized in Example (120c) was dissolved in trifluoroacetic acid (2 mL), and stirring was carried out at 40° C. for 8 hours. The solvent was distilled off under reduced pressure, methylene chloride and triethylamine were added in small portions to the residue, and the solvent was distilled off again under reduced press... Product: CCN1CCN(c2nc(-c3ccc(S(=O)(=O)CCCOC)cc3)cc3ccccc23)CC1. Starting materials: CCN1CCN(c2nc(Br)cc3ccccc23)CC1, CCCC[Sn](CCCC)(CCCC)c1ccc(S(=O)(=O)CCCOC)cc1, CCOC(C)=O, Cc1ccccc1C. As a reaction SMILES: [Br:28][c:29]1[n:30][c:31]([N:39]2[CH2:40][CH2:41][N:42]([CH2:45][CH3:46])[CH2:43][CH2:44]2)[c:32]2[cH:33][cH:34][cH:35][cH:36][c:37]2[cH:38]1.[CH3:1][O:2][CH2:3][CH2:4][CH2:5][S:6](=[O:7])(=[O:8])[c:9]1[cH:10][cH:11][c:12]([Sn:15]([CH2:16][CH2:17][CH2:18][CH3:19])([CH2:20][CH2:21][CH2:22][CH3:23])[CH2:24][CH2:25][CH2:26][CH3:27])[cH:13][cH:14]1.[CH3:55][CH2:56][O:57][C:58](=[O:59])[CH3:60].[c:47]1([CH3:48])[c:49]([CH3:50])[cH:51][cH:52][cH:53][cH:54]1>>[CH3:1][O:2][CH2:3][CH2:4][CH2:5][S:6](=[O:7])(=[O:8])[c:9]1[cH:10][cH:11][c:12](-[c:29]2[n:30][c:31]([N:39]3[CH2:40][CH2:41][N:42]([CH2:45][CH3:46])[CH2:43][CH2:44]3)[c:32]3[cH:33][cH:34][cH:35][cH:36][c:37]3[cH:38]2)[cH:13][cH:14]1.